From a dataset of the Open Reaction Database (ORD), a public repository of structured organic reaction records. describe an organic reaction: reactants, conditions, products, and yield The reactants are CS(C)=O, ClC(Cl)Cl, O=C(OO)c1cccc(Cl)c1, COC(=O)C1CCc2ncccc2C1. Product: COC(=O)C1CCc2c(ccc[n+]2[O-])C1. RXN SMILES: [CH3:26][S:27](=[O:28])[CH3:29].[CH:30]([Cl:31])([Cl:32])[Cl:33].[Cl:15][c:16]1[cH:17][cH:18][cH:19][c:20]([C:21]([O:22][OH:24])=[O:23])[cH:25]1.[n:1]1[cH:2][cH:3][cH:4][c:5]2[c:10]1[CH2:9][CH2:8][CH:7]([C:11](=[O:12])[O:13][CH3:14])[CH2:6]2>>[n+:1]1([O-:23])[cH:2][cH:3][cH:4][c:5]2[c:10]1[CH2:9][CH2:8][CH:7]([C:11](=[O:12])[O:13][CH3:14])[CH2:6]2. The reactants are CC1(CC(N2C3=C(C=CC=C13)CN(CC2)C(=O)OC(C)(C)C)=O)C (tert-butyl 8,8-dimethyl-6-oxo-3,4,7,8-tetrahydro-1H-[1,4]diazepino[6,7,1-ij]quinoline-2(6H)-carboxylate), solution. Solvent: O1CCCC1 (tetrahydrofuran), O1CCCC1 (tetrahydrofuran). Yields the product CC1(CCN2C3=C(C=CC=C13)CN(CC2)C(=O)OC(C)(C)C)C (tert-butyl 8,8-dimethyl-3,4,7,8-tetrahydro-1H-[1,4]diazepino[6,7,1-ij]quinoline-2(6H)-carboxylate). The yield is 57.7%. As a reaction SMILES: [CH3:1][C:2]1([CH3:24])[C:11]2[C:6]3=[C:7]([CH2:12][N:13]([C:16]([O:18][C:19]([CH3:22])([CH3:21])[CH3:20])=[O:17])[CH2:14][CH2:15][N:5]3[C:4](=O)[CH2:3]1)[CH:8]=[CH:9][CH:10]=2>O1CCCC1>[CH3:1][C:2]1([CH3:24])[C:11]2[C:6]3=[C:7]([CH2:12][N:13]([C:16]([O:18][C:19]([CH3:22])([CH3:21])[CH3:20])=[O:17])[CH2:14][CH2:15][N:5]3[CH2:4][CH2:3]1)[CH:8]=[CH:9][CH:10]=2. Procedure details: A solution of 38 mg (0.115 mmol) tert-butyl 8,8-dimethyl-6-oxo-3,4,7,8-tetrahydro-1H-[1,4]diazepino[6,7,1-ij]quinoline-2(6H)-carboxylate of step 1.2 in 1 mL of tetrahydrofuran was treated with 0.46 mL of 1 molar solution of borohydride-tetrahydrofuran complex in tetrahydrofuran. The mixture was stirred over night, and then quenched with water and diluted hydrochloric acid. The pH was adjusted to pH 9 by addition of aqueous sodium hydroxide solution and the mixture extracted three times with 10 m... Reactants: C1OC23CC=C(C(=C2O1)C=1C(=CC=CC1OCO3)C(=O)N)C(=O)N (5,6-Methylenedioxy-5,6' -methylenedioxy-2,2'-biphenyldicarboxamide), ice water. Run in P(=O)(Cl)(Cl)Cl (phosphorus oxychloride). Product: C1OC2=CC=C(C(=C2O1)C=1C(=CC=C2C1OCO2)C#N)C#N (5,6-methylenedioxy-5',6'-methylenedioxy-2,2'-biphenyldicarbonitrile). Isolated yield 91.8%. As a reaction SMILES: [CH2:1]1[O:9][C:8]2[C:3]3([O:18][CH2:17][O:16][C:15]4[CH:14]=[CH:13][CH:12]=[C:11]([C:19]([NH2:21])=O)[C:10]=4[C:7]=2[C:6]([C:22]([NH2:24])=O)=[CH:5][CH2:4]3)[O:2]1>P(Cl)(Cl)(Cl)=O>[CH2:1]1[O:9][C:8]2[C:3](=[CH:4][CH:5]=[C:6]([C:22]#[N:24])[C:7]=2[C:10]2[C:11]([C:19]#[N:21])=[CH:12][CH:13]=[C:14]3[O:18][CH2:17][O:16][C:15]=23)[O:2]1. Procedure: 5,6-Methylenedioxy-5,6' -methylenedioxy-2,2'-biphenyldicarboxamide (8 g) is refluxed in phosphorus oxychloride (70 ml) for 4 hours. The reaction mixture is cooled and then poured into ice water. The precipitated crystals are separated by filtration and dissolved in chloroform. The solution is washed with water, dried and distilled to remove the solvent to give 5,6-methylenedioxy-5',6'-methylenedioxy-2,2'-biphenyldicarbonitrile (6.5 g) as colorless crystal. M.p. 213°-215° C. The reactants are NC1=C(C=C(C=C1)[N+](=O)[O-])O (2-amino-5-nitrophenol), [F-].[K+] (potassium fluoride), BrC(C(=O)OCC)(C)C (ethyl α-bromoisobutyrate). The solvent is CN(C=O)C (N,N-dimethylformamide), CN(C=O)C (N,N-dimethylformamide). Run at time 1 hour. Product: CC1(OC2=C(NC1=O)C=CC(=C2)[N+](=O)[O-])C (2,2-dimethyl-7-nitro-2H-1,4-benzoxazin-3(4H)-one). Yield: 38.8%. As a reaction SMILES: [F-].[K+].[NH2:3][C:4]1[CH:9]=[CH:8][C:7]([N+:10]([O-:12])=[O:11])=[CH:6][C:5]=1[OH:13].Br[C:15]([CH3:22])([CH3:21])[C:16](OCC)=[O:17]>CN(C)C=O>[CH3:21][C:15]1([CH3:22])[C:16](=[O:17])[NH:3][C:4]2[CH:9]=[CH:8][C:7]([N+:10]([O-:12])=[O:11])=[CH:6][C:5]=2[O:13]1 |f:0.1|. Procedure details: To a suspension of potassium fluoride (4.71 g) in N,N-dimethylformamide (40 mL) was added 2-amino-5-nitrophenol (5.00 g), and the mixture was stirred at room temperature for 1 hour. To the suspension was added dropwise a solution of ethyl α-bromoisobutyrate (6.33 g) in N,N-dimethylformamide (10 mL) over a period of 20 minutes, and the mixture was stirred at 60° C. for 20 hours. After cooling, to the reaction mixture was added cool, water and the mixture was extracted with ethyl acetate. The orga... Starting materials: [B-](F)(F)(F)F.CCN(CC)[S+](F)F (XtalFluor-E), C(=O)(O)[O-].[Na+] (NaHCO3), O1C(CCCC1)N1N=CC2=CC(=CC=C12)C#CCCO (4-(1-(tetrahydro-2H-pyran-2-yl)-1H-indazol-5-yl)but-3-yn-1-ol), O1C(CCCC1)N1N=CC2=CC(=CC=C12)C#CCCO (4-(1-(tetrahydro-2H-pyran-2-yl)-1H-indazol-5-yl)but-3-yn-1-ol), triethylamine-3HF. Solvent: ClCCl (dichloromethane). Run at time 30 minute. Product: FCCC#CC=1C=C2C=NN(C2=CC1)C1OCCCC1 (5-(4-Fluorobut-1-yn-1-yl)-1-(tetrahydro-2H-pyran-2-yl)-1H-indazole). Yield: 9.9%. RXN SMILES: [O:1]1[CH2:6][CH2:5][CH2:4][CH2:3][CH:2]1[N:7]1[C:15]2[C:10](=[CH:11][C:12]([C:16]#[C:17][CH2:18][CH2:19]O)=[CH:13][CH:14]=2)[CH:9]=[N:8]1.[B-](F)(F)(F)[F:22].CCN([S+](F)F)CC.C([O-])(O)=O.[Na+]>ClCCl>[F:22][CH2:19][CH2:18][C:17]#[C:16][C:12]1[CH:11]=[C:10]2[C:15](=[CH:14][CH:13]=1)[N:7]([CH:2]1[CH2:3][CH2:4][CH2:5][CH2:6][O:1]1)[N:8]=[CH:9]2 |f:1.2,3.4|. Reported procedure: To a solution of 4-(1-(tetrahydro-2H-pyran-2-yl)-1H-indazol-5-yl)but-3-yn-1-ol (1.0 g, 3.7 mmol; Intermediate 17) in dry dichloromethane (25 mL), was added triethylamine-3HF (1.2 g, 7.4 mmol). XtalFluor-E (1.2 g, 5.5 mmol) was then added. The resulting solution was stirred at room temperature for 30 minutes. Upon completion, the reaction solution was neutralized by slow addition of saturated NaHCO3 (10 mL). The organic layer was dried over Na2SO4 and concentrated in vacuo. The residue was purifi...